This data is from the Open Reaction Database (ORD), a public repository of structured organic reaction records. The task is: describe an organic reaction: reactants, conditions, products, and yield Reactants: C1(=CC=CC=C1)C1(CC1)C#N (1-Phenyl-1-cyclopropanecarbonitrile), [H-].[Al+3].[Li+].[H-].[H-].[H-] (lithium aluminum hydride), C(C)OCC (diethyl ether). Run at temperature 0 celsius. The product is C1(CC1)C(CN)C1=CC=CC=C1 (2-cyclopropyl-2-phenylethylamine). As a reaction SMILES: [C:1]1([C:7]2([C:10]#[N:11])[CH2:9][CH2:8]2)[CH:6]=[CH:5][CH:4]=[CH:3][CH:2]=1.[H-].[Al+3].[Li+].[H-].[H-].[H-].[CH2:18](OCC)C>>[CH:9]1([CH:7]([C:1]2[CH:2]=[CH:3][CH:4]=[CH:5][CH:6]=2)[CH2:10][NH2:11])[CH2:8][CH2:18]1 |f:1.2.3.4.5.6|. Procedure details: 1-Phenyl-1-cyclopropanecarbonitrile (1.0 g, 6.98 mmol) was added to a stirred suspension of lithium aluminum hydride in anhydrous diethyl ether (25 mL). The suspension was refluxed for 2 h, then cooled to 0° C., and the excess hydride was destroyed by careful addition of water. After treatment with sodium hydroxide (1 N), the mixture was filtered and the filtrate extracted with diethyl ether. After drying of the organic phase with and evaporation 2 (719 mg, 70% ) was obtained as a clear liquid a... Starting materials: BrBr (bromine), C(C)(=O)C1=C(N=C(S1)O)C(=O)OCC (ethyl 5-acetyl-2-hydroxy-4-thiazolecarboxylate). Run in C(Cl)Cl (methylene chloride), C(Cl)Cl (methylene chloride), C(C)(=O)O (acetic acid). Yields the product BrCC(=O)C1=C(N=C(S1)O)C(=O)OCC (ethyl 5-(2-bromoacetyl)-2-hydroxy-4-thiazolecarboxylate). Isolated yield 94.7%. Reaction SMILES: [Br:1]Br.[C:3]([C:6]1[S:10][C:9]([OH:11])=[N:8][C:7]=1[C:12]([O:14][CH2:15][CH3:16])=[O:13])(=[O:5])[CH3:4]>C(Cl)Cl.C(O)(=O)C>[Br:1][CH2:4][C:3]([C:6]1[S:10][C:9]([OH:11])=[N:8][C:7]=1[C:12]([O:14][CH2:15][CH3:16])=[O:13])=[O:5]. Procedure: A solution of bromine (10.8 g) in methylene chloride (5 ml) was dropwise added to a solution of ethyl 5-acetyl-2-hydroxy-4-thiazolecarboxylate (12.9 g) in a mixture of methylene chloride (150 ml) and acetic acid (10 ml) at 30° C. to 35° C. with stirring and the mixture was stirred at the same temperature for 30 minutes. An insoluble material was filtered off. The filtrate was washed brine, dried over magnesium sulfate, and evaporated in vacuo. The residue was triturated with diisopropyl ether to... The reactants are BrC=1C(=C(C=O)C=CC1)O (3-bromo-2-hydroxybenzaldehyde), NCCO (2-aminoethanol), C(C)(=O)O[BH-](OC(C)=O)OC(C)=O.[Na+] (sodium triacetoxyborohydride). Run in O1CCCC1 (tetrahydrofuran). Reaction conditions: time 8 hour. The product is BrC1=C(C(=CC=C1)CNCCO)O (2-Bromo-6-{[(2-hydroxyethyl)amino]methyl}phenol). Yield: 85.9%. RXN SMILES: [Br:1][C:2]1[C:3]([OH:10])=[C:4]([CH:7]=[CH:8][CH:9]=1)[CH:5]=O.[NH2:11][CH2:12][CH2:13][OH:14].C(O[BH-](OC(=O)C)OC(=O)C)(=O)C.[Na+]>O1CCCC1>[Br:1][C:2]1[CH:9]=[CH:8][CH:7]=[C:4]([CH2:5][NH:11][CH2:12][CH2:13][OH:14])[C:3]=1[OH:10] |f:2.3|. Reported procedure: To a solution of 3-bromo-2-hydroxybenzaldehyde (Preparation 98) (9.6 g, 47.8 mmol) in tetrahydrofuran (250 ml) at 0° C. under nitrogen was added 2-aminoethanol (3.02 ml, 50.1 mmol) then finely powdered sodium triacetoxyborohydride (10.6 g, 50.1 mmol) and the resulting mixture was stirred at 0° C. for 1 h, then stirred overnight and concentrated in vacuo. The residue was triturated under dichloromethane (˜200 mL) and insoluble material was filtered off. The organic phase was concentrated in vacuo... Starting materials: C(N)(=O)C=1N=CN(C1)C(C(=O)OCC)CCC1=CC=CC=C1 (ethyl 2-(4-carbamoyl-1-imidazolyl)-4-phenyl-butyrate), ice, O=P(Cl)(Cl)Cl (POCl3), O (water). Solvent: CN(C)C=O (DMF), CN(C)C=O (DMF). Run at time 1.5 hour. Yields the product C(#N)C=1N=CN(C1)C(C(=O)OCC)CCC1=CC=CC=C1 (ethyl 2-(4-cyano-1-imidazolyl)-4-phenylbutyrate). The yield is 101.2%. RXN SMILES: [C:1]([C:4]1[N:5]=[CH:6][N:7]([CH:9]([CH2:15][CH2:16][C:17]2[CH:22]=[CH:21][CH:20]=[CH:19][CH:18]=2)[C:10]([O:12][CH2:13][CH3:14])=[O:11])[CH:8]=1)(=O)[NH2:2].O=P(Cl)(Cl)Cl.O>CN(C=O)C>[C:1]([C:4]1[N:5]=[CH:6][N:7]([CH:9]([CH2:15][CH2:16][C:17]2[CH:18]=[CH:19][CH:20]=[CH:21][CH:22]=2)[C:10]([O:12][CH2:13][CH3:14])=[O:11])[CH:8]=1)#[N:2]. Procedure details: A solution of ethyl 2-(4-carbamoyl-1-imidazolyl)-4-phenyl-butyrate (obtained in Preparation 2) in DMF (5 ml) was added to an ice-cooled solution of POCl3 (0.71 ml) in DMF (6 ml) under nitrogen atmosphere. After 1.5 h, the solvent was poured into water (50 ml) and the solution was neutralized with saturated NaHCO3aq. The resulting mixture was extracted with ethyl acetate. The organic layer was washed with brine, dried over sodium sulfate, and concentrated in vacuo. The residue was purified by sil... Starting materials: CCO, Cl, [Na+], N#Cc1ccc2[nH]nc(-c3ccc4c(c3)CCO4)c2c1, [OH-], O, OO. Yields the product NC(=O)c1ccc2[nH]nc(-c3ccc4c(c3)CCO4)c2c1. RXN SMILES: [CH3:27][CH2:28][OH:29].[ClH:25].[Na+:24].[O:1]1[c:2]2[c:3]([cH:6][c:7](-[c:10]3[n:11][nH:12][c:13]4[cH:14][cH:15][c:16]([C:19]#[N:20])[cH:17][c:18]34)[cH:8][cH:9]2)[CH2:4][CH2:5]1.[OH-:23].[OH2:26].[OH:21][OH:22]>>[O:1]1[c:2]2[c:3]([cH:6][c:7](-[c:10]3[n:11][nH:12][c:13]4[cH:14][cH:15][c:16]([C:19]([NH2:20])=[O:21])[cH:17][c:18]34)[cH:8][cH:9]2)[CH2:4][CH2:5]1.